From a dataset of the Open Reaction Database (ORD), a public repository of structured organic reaction records. describe an organic reaction: reactants, conditions, products, and yield Starting materials: C1(=CC=CC=C1)CC(C)=O (Phenylacetone). The solvent is O (water). Conditions: time 24 hour. Yields the product C1(=CC=CC=C1)C[C@H](C)O (1-phenyl-(2S)-propan-2-ol). Reaction SMILES: [C:1]1([CH2:7][C:8](=[O:10])[CH3:9])[CH:6]=[CH:5][CH:4]=[CH:3][CH:2]=1>O>[C:1]1([CH2:7][C@@H:8]([OH:10])[CH3:9])[CH:6]=[CH:5][CH:4]=[CH:3][CH:2]=1. Procedure: Washed phaseolus aureus L (green grams) 50 g. were taken into a conical flask and allowed to soak in deionised water (400 ml) for a period of 24 hr. Phenylacetone (0.500 g; 0.0037 moles) I(d) was added to the soaked phaseolus aureus L (green grams) in the above water, covered and allowed to shake for 24 hr at 15–20° C. Then the green grams were filtered off and washed with deionised water (3×100 ml). The combined filtrate was extracted with chloroform (3×500 ml). The chloroform layer was dried a... Reactants: [Al+3], COCCOC, [H-], [H-], [H-], [H-], [Li+], Cc1[nH]c2ccccc2c1N1CCN(N=O)CC1, O. Yields the product Cc1[nH]c2ccccc2c1N1CCN(N)CC1. RXN SMILES: [Al+3:2].[CH3:7][O:8][CH2:9][CH2:10][O:11][CH3:12].[H-:1].[H-:4].[H-:5].[H-:6].[Li+:3].[N:13](=[O:14])[N:15]1[CH2:16][CH2:17][N:18]([c:21]2[c:22]([CH3:30])[nH:23][c:24]3[cH:25][cH:26][cH:27][cH:28][c:29]23)[CH2:19][CH2:20]1.[OH2:31]>>[NH2:13][N:15]1[CH2:16][CH2:17][N:18]([c:21]2[c:22]([CH3:30])[nH:23][c:24]3[cH:25][cH:26][cH:27][cH:28][c:29]23)[CH2:19][CH2:20]1. Starting materials: 33.3, O=C1CCN(CCC1)C(=O)OCC (ethyl hexahydro-4-oxo-1H-azepine-1-carboxylate), FC1=CC=C(C=C1)CN1C(=NC2=C1C=CC=C2)N (1-(4-fluorophenylmethyl)-1H-benzimidazol-2-amine), CC1=CC=C(C=C1)S(=O)(=O)O (4-methylbenzenesulfonic acid), [BH4-].[Na+] (sodium tetrahydroborate). Solvent: O (water), CO (methanol), O (water), CC1=CC=CC=C1 (methylbenzene), C(C)O (ethanol). Conditions: temperature 50 celsius, time 8 hour. Product: FC1=CC=C(C=C1)CN1C(=NC2=C1C=CC=C2)NC2CCN(CCC2)C(=O)OCC (ethyl 4-[[1-[(4-fluorophenyl)methyl]-1H-benzimidazol-2-yl]amino]hexahydro-1H-azepine-1-carboxylate), compound 20. Isolated yield 100.0%. As a reaction SMILES: O=[C:2]1[CH2:8][CH2:7][CH2:6][N:5]([C:9]([O:11][CH2:12][CH3:13])=[O:10])[CH2:4][CH2:3]1.[F:14][C:15]1[CH:20]=[CH:19][C:18]([CH2:21][N:22]2[C:26]3[CH:27]=[CH:28][CH:29]=[CH:30][C:25]=3[N:24]=[C:23]2[NH2:31])=[CH:17][CH:16]=1.CC1C=CC(S(O)(=O)=O)=CC=1.[BH4-].[Na+]>CO.O.C(O)C.CC1C=CC=CC=1>[F:14][C:15]1[CH:16]=[CH:17][C:18]([CH2:21][N:22]2[C:26]3[CH:27]=[CH:28][CH:29]=[CH:30][C:25]=3[N:24]=[C:23]2[NH:31][CH:2]2[CH2:8][CH2:7][CH2:6][N:5]([C:9]([O:11][CH2:12][CH3:13])=[O:10])[CH2:4][CH2:3]2)=[CH:19][CH:20]=1 |f:3.4|. Procedure details: A mixture of 33.3 parts of ethyl hexahydro-4-oxo-1H-azepine-1-carboxylate, 36.15 parts of 1-(4-fluorophenylmethyl)-1H-benzimidazol-2-amine, 320 parts of methylbenzene and 0.1 parts of 4-methylbenzenesulfonic acid was stirred overnight at reflux temperature using a water separator. After cooling to 50° C., 80 parts of ethanol were added. 4.2 Parts of sodium tetrahydroborate were added portionwise and upon completion, stirring was continued for 2 hours at 50° C. After cooling, water and 4.8 parts ... Procedure: A suspension of 4-chloro-7-methoxyquinazolin-6-yl acetate (4.31 g), 3-ethynylaniline (3.00 g) and isopropanol (65 mL) was stirred at 83° C. overnight. The reaction mixture was cooled to room temperature and filtered, the residue was washed with 100 mL of isopropanol and dried to afford the desired compound as a solid (4.89 g, 85.90%) RXN SMILES: [C:1]([O:4][C:5]1[CH:6]=[C:7]2[C:12](=[CH:13][C:14]=1[O:15][CH3:16])[N:11]=[CH:10][N:9]=[C:8]2Cl)(=[O:3])[CH3:2].[C:18]([C:20]1[CH:21]=[C:22]([CH:24]=[CH:25][CH:26]=1)[NH2:23])#[CH:19]>C(O)(C)C>[C:1]([O:4][C:5]1[CH:6]=[C:7]2[C:12](=[CH:13][C:14]=1[O:15][CH3:16])[N:11]=[CH:10][N:9]=[C:8]2[NH:23][C:22]1[CH:24]=[CH:25][CH:26]=[C:20]([C:18]#[CH:19])[CH:21]=1)(=[O:3])[CH3:2]. Conditions: temperature 83 celsius, time 8 hour. Starting materials: C(C)(=O)OC=1C=C2C(=NC=NC2=CC1OC)Cl (4-chloro-7-methoxyquinazolin-6-yl acetate), C(#C)C=1C=C(N)C=CC1 (3-ethynylaniline). Run in C(C)(C)O (isopropanol). Product: C(C)(=O)OC=1C=C2C(=NC=NC2=CC1OC)NC1=CC(=CC=C1)C#C (4-((3-ethynylphenyl)amino)-7-methoxyquinazolin-6-yl acetate). Yield: 86.0%.